describe an organic reaction: reactants, conditions, products, and yield From a dataset of the Open Reaction Database (ORD), a public repository of structured organic reaction records. Reactants: C(C1=CC=CC=C1)OC(=O)NC(C(=O)N(CCC)CCC)CCC(=O)NC (2-benzyloxycarbonylamino-N5 -methyl-N1,N1 -di(n-propyl)pentane-1,5-diamide), Cl (hydrochloric acid). Reagents/catalysts: [C].[Pd] (palladium-carbon). The solvent is C(C)(C)O (isopropanol). Yields the product Cl.NC(C(=O)N(CCC)CCC)CCC(=O)NC (2-amino-N5 -methyl-N1,N1 -di(n-propyl)-pentane-1,5-diamide hydrochloride). Isolated yield 97.0%. As a reaction SMILES: [ClH:1].C(OC([NH:12][CH:13]([CH2:23][CH2:24][C:25]([NH:27][CH3:28])=[O:26])[C:14]([N:16]([CH2:20][CH2:21][CH3:22])[CH2:17][CH2:18][CH3:19])=[O:15])=O)C1C=CC=CC=1>C(O)(C)C.[C].[Pd]>[ClH:1].[NH2:12][CH:13]([CH2:23][CH2:24][C:25]([NH:27][CH3:28])=[O:26])[C:14]([N:16]([CH2:17][CH2:18][CH3:19])[CH2:20][CH2:21][CH3:22])=[O:15] |f:3.4,5.6|. Reported procedure: In 50 ml of isopropanol was dissolved 9.3 g of DL-2-benzyloxycarbonylamino-N5 -methyl-N1,N1 -di(n-propyl)pentane-1,5-diamide, after which 2.2 ml of conc. hydrochloric acid and 0.5 g of 10% palladium-carbon were added and catalytic reduction was carried out at room temperature under atmospheric pressure. After completion of the reaction, the palladium-carbon was removed by filtration and the solvent was removed by distillation under reduced pressure to obtain 6.7 g (yield 97%) of DL-2-amino-N5 -m... Reactants: ClCCCBr, Oc1ccc(-c2cnc(CSCCOc3ccccc3)o2)cc1. The product is ClCCCOc1ccc(-c2cnc(CSCCOc3ccccc3)o2)cc1. As a reaction SMILES: [Br:24][CH2:25][CH2:26][CH2:27][Cl:28].[O:1]([c:2]1[cH:3][cH:4][cH:5][cH:6][cH:7]1)[CH2:8][CH2:9][S:10][CH2:11][c:12]1[o:13][c:14](-[c:17]2[cH:18][cH:19][c:20]([OH:23])[cH:21][cH:22]2)[cH:15][n:16]1>>[O:1]([c:2]1[cH:3][cH:4][cH:5][cH:6][cH:7]1)[CH2:8][CH2:9][S:10][CH2:11][c:12]1[o:13][c:14](-[c:17]2[cH:18][cH:19][c:20]([O:23][CH2:25][CH2:26][CH2:27][Cl:28])[cH:21][cH:22]2)[cH:15][n:16]1. Starting materials: Cc1sc2cc(OCCO)ccc2c1-c1ccc(C(F)(F)F)cc1, CS(=O)(=O)O, [Cl-]. The product is Cc1sc2cc(OCCOS(C)(=O)=O)ccc2c1-c1ccc(C(F)(F)F)cc1. As a reaction SMILES: [CH3:1][c:2]1[c:3](-[c:15]2[cH:16][cH:17][c:18]([C:21]([F:22])([F:23])[F:24])[cH:19][cH:20]2)[c:4]2[c:5]([s:6]1)[cH:7][c:8]([O:11][CH2:12][CH2:13][OH:14])[cH:9][cH:10]2.[CH3:26][S:27](=[O:28])(=[O:29])[OH:30].[Cl-:25]>>[CH3:1][c:2]1[c:3](-[c:15]2[cH:16][cH:17][c:18]([C:21]([F:22])([F:23])[F:24])[cH:19][cH:20]2)[c:4]2[c:5]([s:6]1)[cH:7][c:8]([O:11][CH2:12][CH2:13][O:14][S:27]([CH3:26])(=[O:28])=[O:29])[cH:9][cH:10]2. Starting materials: Cl.C(C1=CC=CC=C1)NCCCl (N-benzyl-2-chloroethylamine hydrochloride), [H-].[Na+] (sodium hydride), N1(C=NC=C1)C1=CC=C(C=C1)O (4-(1H-imidazol-yl)phenol), ice, O (H2O). Run in CN(C)C=O (DMF). Yields the product Cl.Cl.N1(C=NC=C1)C1=CC=C(OCCNCC2=CC=CC=C2)C=C1 (2-[4-(1H-Imidazol-1-yl)phenoxy]-N-(phenylmethyl)ethanamine dihydrochloride). As a reaction SMILES: [H-].[Na+].[N:3]1([C:8]2[CH:13]=[CH:12][C:11]([OH:14])=[CH:10][CH:9]=2)[CH:7]=[CH:6][N:5]=[CH:4]1.[ClH:15].[CH2:16]([NH:23][CH2:24][CH2:25][Cl:26])[C:17]1[CH:22]=[CH:21][CH:20]=[CH:19][CH:18]=1.O>CN(C=O)C>[ClH:26].[ClH:15].[N:3]1([C:8]2[CH:13]=[CH:12][C:11]([O:14][CH2:25][CH2:24][NH:23][CH2:16][C:17]3[CH:22]=[CH:21][CH:20]=[CH:19][CH:18]=3)=[CH:10][CH:9]=2)[CH:7]=[CH:6][N:5]=[CH:4]1 |f:0.1,3.4,7.8.9|. Reported procedure: To a suspension of 39.5 g (0.82 mol) sodium hydride in 500 mL DMF add 37.3 g (0.233 mol) 4-(1H-imidazol-yl)phenol portionwise. Chill the reaction mixture on an ice/MeOH bath during the addition. After addition, stir the reaction mixture at room temperature until gas evolution ceases. After this time, return the reaction mixture to the ice bath and add 50.2 g (0.29 g) N-benzyl-2-chloroethylamine hydrochloride portionwise. After addition is complete, heat the stirring suspension to 65° C. Followth...